From a dataset of the Open Reaction Database (ORD), a public repository of structured organic reaction records. describe an organic reaction: reactants, conditions, products, and yield The reactants are CC(C)([O-])C.[K+] (potassium tert-butoxide), CC(C(=O)OCC)C(C)=O (ethyl 2-methyl-3-oxobutanoate), NC(=S)N (thiourea). Run in O1CCCC1 (tetrahydrofuran), C(C)O (ethanol). Product: CC=1C(NC(NC1C)=S)=O (5,6-dimethyl-2-thioxo-2,3-dihydropyrimidin-4(1H)-one). The yield is 77.7%. As a reaction SMILES: CC(C)([O-])C.[K+].[CH3:7][CH:8]([C:14](=O)[CH3:15])[C:9](OCC)=[O:10].[NH2:17][C:18]([NH2:20])=[S:19]>O1CCCC1.C(O)C>[CH3:7][C:8]1[C:9](=[O:10])[NH:17][C:18](=[S:19])[NH:20][C:14]=1[CH3:15] |f:0.1|. Reported procedure: To a stirred solution of potassium tert-butoxide (15.71 g, 0.140 mol) in tetrahydrofuran (200 mL) was added a solution of ethyl 2-methyl-3-oxobutanoate (20.0 g, 0.14 mol) and thiourea (10.55 g, 0.14 mol) in dry ethanol (150 mL). The resulting mixture was refluxed for 15 minutes and cooled down to ambient temperature. The formed precipitate was collected by filtration, washed with tetrahydrofuran (200 mL), and dissolved in water (200 mL). Acetic acid (100 mL) was added in to the resulting solutio... Reactants: CO, Cl, Cc1nc(NC(=O)C2(c3ccc4c(c3)OCO4)CC2)sc1C(NS(=O)C(C)(C)C)c1ccccc1Cl, C1COCCO1. The product is Cc1nc(NC(=O)C2(c3ccc4c(c3)OCO4)CC2)sc1C(N)c1ccccc1Cl. Reaction SMILES: [CH3:44][OH:45].[ClH:37].[O:1]1[CH2:2][O:3][c:4]2[c:5]1[cH:6][cH:7][c:8]([C:10]1([C:13](=[O:14])[NH:15][c:16]3[s:17][c:18]([CH:22]([NH:23][S:24]([C:25]([CH3:26])([CH3:27])[CH3:28])=[O:29])[c:30]4[c:31]([Cl:36])[cH:32][cH:33][cH:34][cH:35]4)[c:19]([CH3:21])[n:20]3)[CH2:11][CH2:12]1)[cH:9]2.[O:38]1[CH2:39][CH2:40][O:41][CH2:42][CH2:43]1>>[O:1]1[CH2:2][O:3][c:4]2[c:5]1[cH:6][cH:7][c:8]([C:10]1([C:13](=[O:14])[NH:15][c:16]3[s:17][c:18]([CH:22]([NH2:23])[c:30]4[c:31]([Cl:36])[cH:32][cH:33][cH:34][cH:35]4)[c:19]([CH3:21])[n:20]3)[CH2:11][CH2:12]1)[cH:9]2. Starting materials: CN(C)C=O, O=CN1CCN(CCO)CC1, CCOC(=O)N=NC(=O)OCC, O, Sc1nc2ccccc2[nH]1, c1ccc(P(c2ccccc2)c2ccccc2)cc1. The product is O=CN1CCN(CCSc2nc3ccccc3[nH]2)CC1. As a reaction SMILES: [CH3:53][N:54]([CH3:55])[CH:56]=[O:57].[CH:1](=[O:2])[N:3]1[CH2:4][CH2:5][N:6]([CH2:9][CH2:10][OH:11])[CH2:7][CH2:8]1.[O:41]=[C:42]([O:43][CH2:44][CH3:45])[N:46]=[N:47][C:48]([O:49][CH2:50][CH3:51])=[O:52].[OH2:58].[SH:12][c:13]1[nH:14][c:15]2[c:16]([n:17]1)[cH:18][cH:19][cH:20][cH:21]2.[c:22]1([P:23]([c:24]2[cH:25][cH:26][cH:27][cH:28][cH:29]2)[c:30]2[cH:31][cH:32][cH:33][cH:34][cH:35]2)[cH:36][cH:37][cH:38][cH:39][cH:40]1>>[CH:1](=[O:2])[N:3]1[CH2:4][CH2:5][N:6]([CH2:9][CH2:10][S:12][c:13]2[nH:14][c:15]3[c:16]([n:17]2)[cH:18][cH:19][cH:20][cH:21]3)[CH2:7][CH2:8]1.